The task is: describe an organic reaction: reactants, conditions, products, and yield. This data is from the Open Reaction Database (ORD), a public repository of structured organic reaction records. The reactants are COC=1C=C(CC2NCCC3=CC(=C(C=C23)OC(C)C)OC)C=CC1OC (1-(3,4-Dimethoxy-benzyl)-6-methoxy-7-isopropoxy-1,2,3,4-tetrahydroisoquinoline), BrCC(=O)Br (2-bromoacetyl bromide), C(C)OC1=C(CN)C=CC=C1 (2-ethoxy-benzylamine). Product: COC=1C=C(CC2N(CCC3=CC(=C(C=C23)OC(C)C)OC)CC(=O)NCC2=C(C=CC=C2)OCC)C=CC1OC (2-[1-(3,4-Dimethoxy-benzyl)-6-methoxy-7-isopropoxy-3,4-dihydro-1H-isoquinolin-2-yl]-N-(2-ethoxy-benzyl)-acetamide). Reaction SMILES: [CH3:1][O:2][C:3]1[CH:4]=[C:5]([CH:23]=[CH:24][C:25]=1[O:26][CH3:27])[CH2:6][CH:7]1[C:16]2[C:11](=[CH:12][C:13]([O:21][CH3:22])=[C:14]([O:17][CH:18]([CH3:20])[CH3:19])[CH:15]=2)[CH2:10][CH2:9][NH:8]1.Br[CH2:29][C:30](Br)=[O:31].[CH2:33]([O:35][C:36]1[CH:43]=[CH:42][CH:41]=[CH:40][C:37]=1[CH2:38][NH2:39])[CH3:34]>>[CH3:1][O:2][C:3]1[CH:4]=[C:5]([CH:23]=[CH:24][C:25]=1[O:26][CH3:27])[CH2:6][CH:7]1[C:16]2[C:11](=[CH:12][C:13]([O:21][CH3:22])=[C:14]([O:17][CH:18]([CH3:20])[CH3:19])[CH:15]=2)[CH2:10][CH2:9][N:8]1[CH2:29][C:30]([NH:39][CH2:38][C:37]1[CH:40]=[CH:41][CH:42]=[CH:43][C:36]=1[O:35][CH2:33][CH3:34])=[O:31]. Reported procedure: prepared by reaction of 1-(3,4-Dimethoxy-benzyl)-6-methoxy-7-isopropoxy-1,2,3,4-tetrahydroisoquinoline and 2-bromoacetyl bromide with 2-ethoxy-benzylamine Starting materials: N[C@@H](C)C(=O)[C@H]1[C@@](O[C@@H]([C@H]([C@@H]1O)O)CO)(N(C(CCCCCCC\C=C/CCCCCCCC)=O)CCCCCCCCCCCCCC)N (N-(2-L-alanyl-amino-2-deoxy-β-D-glucopyranosyl)-N-tetradecyl-oleamide), C(C)(C)(C)OC(=O)NCC(=O)O (N-tert-butyloxycarbonyl-glycine). Solvent: O1CCCC1 (tetrahydrofuran). Product: C(C)(C)(C)OC(=O)NCC(=O)N[C@@H](C)C(=O)[C@H]1[C@@](O[C@@H]([C@H]([C@@H]1O)O)CO)(N(C(CCCCCCC\C=C/CCCCCCCC)=O)CCCCCCCCCCCCCC)N (N-[2-(N-tert-Butyloxycarbonyl-glycyl-L-alanyl)-amino-2-deoxy-β-D-glucopyranosyl]-N-tetradecyl-oleamide). The yield is 61.0%. RXN SMILES: [NH2:1][C@H:2]([C:4]([C@@H:6]1[C@@H:11]([OH:12])[C@H:10]([OH:13])[C@@H:9]([CH2:14][OH:15])[O:8][C@@:7]1([NH2:50])[N:16]([CH2:36][CH2:37][CH2:38][CH2:39][CH2:40][CH2:41][CH2:42][CH2:43][CH2:44][CH2:45][CH2:46][CH2:47][CH2:48][CH3:49])[C:17](=[O:35])[CH2:18][CH2:19][CH2:20][CH2:21][CH2:22][CH2:23][CH2:24]/[CH:25]=[CH:26]\[CH2:27][CH2:28][CH2:29][CH2:30][CH2:31][CH2:32][CH2:33][CH3:34])=[O:5])[CH3:3].[C:51]([O:55][C:56]([NH:58][CH2:59][C:60](O)=[O:61])=[O:57])([CH3:54])([CH3:53])[CH3:52]>O1CCCC1>[C:51]([O:55][C:56]([NH:58][CH2:59][C:60]([NH:1][C@H:2]([C:4]([C@@H:6]1[C@@H:11]([OH:12])[C@H:10]([OH:13])[C@@H:9]([CH2:14][OH:15])[O:8][C@@:7]1([NH2:50])[N:16]([CH2:36][CH2:37][CH2:38][CH2:39][CH2:40][CH2:41][CH2:42][CH2:43][CH2:44][CH2:45][CH2:46][CH2:47][CH2:48][CH3:49])[C:17](=[O:35])[CH2:18][CH2:19][CH2:20][CH2:21][CH2:22][CH2:23][CH2:24]/[CH:25]=[CH:26]\[CH2:27][CH2:28][CH2:29][CH2:30][CH2:31][CH2:32][CH2:33][CH3:34])=[O:5])[CH3:3])=[O:61])=[O:57])([CH3:54])([CH3:53])[CH3:52]. Reported procedure: from N-(2-L-alanyl-amino-2-deoxy-β-D-glucopyranosyl)-N-tetradecyl-oleamide and N-tert-butyloxycarbonyl-glycine. Yield 61%. [α]D 32 +1.2° (c=0.86, tetrahydrofuran). Reactants: O=C1CCC(=O)N1Br, ClCCl, Cc1cc(C)c2c(c1C)OCC2=O. The product is Cc1c(C)c2c(c(C)c1Br)C(=O)CO2. RXN SMILES: [Br:1][N:2]1[C:3](=[O:4])[CH2:5][CH2:6][C:7]1=[O:8].[CH2:22]([Cl:23])[Cl:24].[CH3:9][c:10]1[cH:11][c:12]([CH3:21])[c:13]([CH3:20])[c:14]2[c:15]1[C:16](=[O:19])[CH2:17][O:18]2>>[Br:1][c:11]1[c:10]([CH3:9])[c:15]2[c:14]([c:13]([CH3:20])[c:12]1[CH3:21])[O:18][CH2:17][C:16]2=[O:19]. Starting materials: S(N)(=O)(=O)Cl (sulfamoyl chloride), ClC=1C=C(OCCO)C=CC1Cl (2-(3,4-dichlorophenoxy)ethanol), C (charcoal). Solvent: C(C)(C)OC(C)C (isopropyl ether). Yields the product S(N)(=O)(=O)OCCOC1=CC(=C(C=C1)Cl)Cl (2-(3,4-Dichlorophenoxy)ethanol sulfamate). Reaction SMILES: [S:1](Cl)(=[O:4])(=[O:3])[NH2:2].[Cl:6][C:7]1[CH:8]=[C:9]([CH:14]=[CH:15][C:16]=1[Cl:17])[O:10][CH2:11][CH2:12][OH:13].C>C(OC(C)C)(C)C>[S:1]([O:13][CH2:12][CH2:11][O:10][C:9]1[CH:14]=[CH:15][C:16]([Cl:17])=[C:7]([Cl:6])[CH:8]=1)(=[O:4])(=[O:3])[NH2:2]. Procedure: The title compound was prepared by the procedures of Example 33 from sulfamoyl chloride and to 2-(3,4-dichlorophenoxy)ethanol. The tan colored solid obtained was dissolved in isopropyl ether and the solution treated with charcoal and filtered through Celite®. The filtrate was evaporated under reduced pressure and the solid residue was recrystallized from isopropyl ether to give the title compound, mp 84°-85° C., in 19% yield.